This data is from the Open Reaction Database (ORD), a public repository of structured organic reaction records. The task is: describe an organic reaction: reactants, conditions, products, and yield Starting materials: COc1ccc(C=O)cc1OC, CC(=O)[O-], CC(=O)O, [Na+], O=C1CNC(=O)N1, O. Product: COc1ccc(C=C2NC(=O)NC2=O)cc1OC. Reaction SMILES: [CH3:1][O:2][c:3]1[cH:4][cH:5][c:6]([CH:7]=[O:8])[cH:9][c:10]1[O:11][CH3:12].[CH3:21][C:22](=[O:23])[O-:24].[CH3:25][C:26](=[O:27])[OH:28].[Na+:20].[O:13]=[C:14]1[CH2:15][NH:16][C:17](=[O:18])[NH:19]1.[OH2:29]>>[CH3:1][O:2][c:3]1[cH:4][cH:5][c:6]([CH:7]=[C:15]2[C:14](=[O:13])[NH:19][C:17](=[O:18])[NH:16]2)[cH:9][c:10]1[O:11][CH3:12]. Starting materials: C(C)(C)(C)OC(=O)NCCN[C@@H]1CC[C@H](CC1)CC(=O)N[C@@H]1B(OC2=C(C1)C=CC=C2C(=O)O)O ((R)-3-(2-(trans-4-(2-(tert-butoxycarbonylamino)ethylamino)cyclohexyl)acetamido)-2-hydroxy-3,4-dihydro-2H-benzo[e][1,2]oxaborinine-8-carboxylic acid), Cl (HCl). The solvent is O1CCOCC1 (dioxane). Conditions: time 2 hour. Product: NCCN[C@@H]1CC[C@H](CC1)CC(=O)N[C@@H]1B(OC2=C(C1)C=CC=C2C(=O)O)O ((R)-3-(2-(trans-4-(2-aminoethylamino)cyclohexyl)acetamido)-2-hydroxy-3,4-dihydro-2H-benzo[e][1,2]oxaborinine-8-carboxylic acid). As a reaction SMILES: C(OC([NH:8][CH2:9][CH2:10][NH:11][C@H:12]1[CH2:17][CH2:16][C@H:15]([CH2:18][C:19]([NH:21][C@H:22]2[CH2:27][C:26]3[CH:28]=[CH:29][CH:30]=[C:31]([C:32]([OH:34])=[O:33])[C:25]=3[O:24][B:23]2[OH:35])=[O:20])[CH2:14][CH2:13]1)=O)(C)(C)C.Cl>O1CCOCC1>[NH2:8][CH2:9][CH2:10][NH:11][C@H:12]1[CH2:17][CH2:16][C@H:15]([CH2:18][C:19]([NH:21][C@H:22]2[CH2:27][C:26]3[CH:28]=[CH:29][CH:30]=[C:31]([C:32]([OH:34])=[O:33])[C:25]=3[O:24][B:23]2[OH:35])=[O:20])[CH2:14][CH2:13]1. Procedure details: To (R)-3-(2-(trans-4-(2-(tert-butoxycarbonylamino)ethylamino)cyclohexyl)acetamido)-2-hydroxy-3,4-dihydro-2H-benzo[e][1,2]oxaborinine-8-carboxylic acid (20 mg) in a flask was added 1 mL 4N HCl in dioxane. The resulting reaction mixture was stirred at RT for 2 hr. The solvent was removed in vacuo and the residue was purified by reverse phase preparative HPLC and dried using lyophilization. ESI-MS m/z 390 (MH)+.